Dataset: the Open Reaction Database (ORD), a public repository of structured organic reaction records. Task: describe an organic reaction: reactants, conditions, products, and yield Starting materials: [H-].[Na+] (sodium hydride), FC1=CC=C(OCCBr)C=C1 (2-(4-fluorophenoxy)ethyl bromide), ClC1=C(C=CC(=C1)Cl)C(CC=1C=NC=CC1)=NO (2',4'-dichloro-2-(3-pyridyl)acetophenone oxime). The solvent is CN(C=O)C (dimethylformamide). Run at temperature 100 celsius, time 1 hour. The product is FC1=CC=C(OCCON=C(CC=2C=NC=CC2)C2=C(C=C(C=C2)Cl)Cl)C=C1 (2',4'-dichloro-2-(3-pyridyl)acetophenone O-[2-(4-fluorophenoxy)ethyl]oxime). As a reaction SMILES: [H-].[Na+].[F:3][C:4]1[CH:13]=[CH:12][C:7]([O:8][CH2:9][CH2:10]Br)=[CH:6][CH:5]=1.[Cl:14][C:15]1[CH:20]=[C:19]([Cl:21])[CH:18]=[CH:17][C:16]=1[C:22](=[N:30][OH:31])[CH2:23][C:24]1[CH:25]=[N:26][CH:27]=[CH:28][CH:29]=1>CN(C)C=O>[F:3][C:4]1[CH:13]=[CH:12][C:7]([O:8][CH2:9][CH2:10][O:31][N:30]=[C:22]([C:16]2[CH:17]=[CH:18][C:19]([Cl:21])=[CH:20][C:15]=2[Cl:14])[CH2:23][C:24]2[CH:25]=[N:26][CH:27]=[CH:28][CH:29]=2)=[CH:6][CH:5]=1 |f:0.1|. Procedure: 0.55 g of sodium hydride dispersion (50% in oil) and then 2.20 g of 2-(4-fluorophenoxy)ethyl bromide are added with stirring to a solution of 2.81 g of 2',4'-dichloro-2-(3-pyridyl)acetophenone oxime in 20 ml of dimethylformamide. The reaction mixture is heated to 100° C. and stirred at this temperature for 1 hour. It is then cooled to room temperature and poured onto ice. The aqueous mixture is extracted with methylene chloride, and the organic phase is washed twice with water, dried over anhydr... Reactants: OC=1C=C2C=CC(=CC2=CC1)C(C(=O)OC)C (methyl 6-hydroxy-2-naphthyl-α -methylacetate), 25g, COCCl (chlorodimethyl ether). Solvent: CN(C=O)C (dimethylformamide). Run at time 12 hour. Product: COCOC=1C=C2C=CC(=CC2=CC1)C(C(=O)OC)C (methyl 6-methoxymethyloxy-2-naphthyl-α-methylacetate). RXN SMILES: [OH:1][C:2]1[CH:3]=[C:4]2[C:9](=[CH:10][CH:11]=1)[CH:8]=[C:7]([CH:12]([CH3:17])[C:13]([O:15][CH3:16])=[O:14])[CH:6]=[CH:5]2.[CH3:18][O:19][CH2:20]Cl>CN(C)C=O>[CH3:18][O:19][CH2:20][O:1][C:2]1[CH:3]=[C:4]2[C:9](=[CH:10][CH:11]=1)[CH:8]=[C:7]([CH:12]([CH3:17])[C:13]([O:15][CH3:16])=[O:14])[CH:6]=[CH:5]2. Procedure details: A mixture of 23 g. of methyl 6-hydroxy-2-naphthyl-α -methylacetate, 25g. of chlorodimethyl ether, and 500 ml. of dimethylformamide is allowed to stand at room temperature for 12 hours. The reaction mixture is evaporated under reduced pressure to give methyl 6-methoxymethyloxy-2-naphthyl-α-methylacetate. Starting materials: C1CCOC1, COc1ccc(C(=O)O)c2c1oc1ccc([N+](=O)[O-])cc12, [Cl-], [H-], Nc1c(Cl)cncc1Cl, [Na+], CN(C)C=O. Yields the product COc1ccc(C(=O)Nc2c(Cl)cncc2Cl)c2c1oc1ccc([N+](=O)[O-])cc12. Reaction SMILES: [CH2:39]1[O:40][CH2:41][CH2:42][CH2:43]1.[CH3:13][O:14][c:15]1[cH:16][cH:17][c:18]([C:31](=[O:32])[OH:33])[c:19]2[c:20]1[o:21][c:22]1[c:23]2[cH:24][c:25]([N+:28](=[O:29])[O-:30])[cH:26][cH:27]1.[Cl-:12].[H-:1].[NH2:3][c:4]1[c:5]([Cl:11])[cH:6][n:7][cH:8][c:9]1[Cl:10].[Na+:2].[O:34]=[CH:35][N:36]([CH3:37])[CH3:38]>>[NH:3]([c:4]1[c:5]([Cl:11])[cH:6][n:7][cH:8][c:9]1[Cl:10])[C:31]([c:18]1[cH:17][cH:16][c:15]([O:14][CH3:13])[c:20]2[c:19]1[c:23]1[c:22]([o:21]2)[cH:27][cH:26][c:25]([N+:28](=[O:29])[O-:30])[cH:24]1)=[O:32]. Reactants: C[O-].[Li+] (lithium methoxide), ClC(C(=O)OC)CCCCCCCCCCCCCC (Methyl α-chloropalmitate), C=O (paraformaldehyde). Solvent: CN(C)C=O (DMF). Run at time 8 hour. Yields the product CC(CCCCCCCCCCCC)C1(C(=O)OC)CO1 (Methyl 2-Tetradecylglycidate). RXN SMILES: Cl[CH:2]([CH2:7][CH2:8][CH2:9][CH2:10][CH2:11][CH2:12][CH2:13][CH2:14][CH2:15][CH2:16][CH2:17][CH2:18][CH2:19]C)[C:3]([O:5][CH3:6])=[O:4].[CH3:21][O-:22].[Li+].[CH2:24]=O>CN(C=O)C>[CH3:24][CH:7]([C:2]1([O:22][CH2:21]1)[C:3]([O:5][CH3:6])=[O:4])[CH2:8][CH2:9][CH2:10][CH2:11][CH2:12][CH2:13][CH2:14][CH2:15][CH2:16][CH2:17][CH2:18][CH3:19] |f:1.2|. Reported procedure: Methyl α-chloropalmitate (6.1 g, 0.02 m) was dissolved in 40 ml DMF and treated with lithium methoxide (0.84, 0.022 m) followed by portionwise addition of paraformaldehyde (0.63 g, 0.021 m) over a period of about eight hours. The reaction mixture was stirred at room temperature overnight. The reaction was worked up by neutralization to pH 7 with methanol-HCl, evaporation of the DMF; the residue was dissolved in ether and filtered. Evaporation of the ether led to 99.5 percent recovery of methyl 2... The solvent is C(Cl)(Cl)Cl (CHCl3). Reaction SMILES: [C:1]([C:4]1[S:5][CH:6]=[CH:7][CH:8]=1)(=[O:3])[CH3:2].[Al+3].[Cl-].[Cl-].[Cl-].[Br:13]Br.Cl>C(Cl)(Cl)Cl>[Br:13][C:7]1[CH:8]=[C:4]([C:1](=[O:3])[CH3:2])[S:5][CH:6]=1 |f:1.2.3.4|. Yields the product BrC=1C=C(SC1)C(C)=O (4-bromo-2-acetylthiophene). Procedure details: 2-Acetylthiophene (21.6 ml, 0.20 mol) was dissolved in 200 ml CHCl3 at 0° C. AlCl3 (40 g, 0.30 mol) was added in small portions at such a rate as to maintain the temperature at 5-10° C. The reaction mixture was then cooled to 0° C. and bromine, Br2 (11.34 ml, 0.22 mol) was added quickly. The reaction mixture was refluxed for two hours, then was allowed to cool and was poured into a mixture of 400 ml ice water and 50 ml concentrated HCl and stirred for 30 minutes. The organic layer was separated,... Reaction conditions: temperature 7.5 celsius, time 30 minute. Starting materials: ice water, Cl (HCl), C(C)(=O)C=1SC=CC1 (2-Acetylthiophene), BrBr (bromine), BrBr (Br2), [Al+3].[Cl-].[Cl-].[Cl-] (AlCl3). Yield: 67.0%. Starting materials: COC(=O)C1=CC(=C(C=C1)O)[N+](=O)[O-] (4-methoxycarbonyl-2-nitrophenol), ( O ), C([O-])([O-])=O.[K+].[K+] (potassium carbonate), ICC(=O)N (iodoacetamide). Yields the product C(N)(=O)COC1=C(C=C(C=C1)C(=O)OC)[N+](=O)[O-] (2-Carbamoylmethoxy-5-(methoxycarbonyl)nitrobenzene). Reaction SMILES: [CH3:1][O:2][C:3]([C:5]1[CH:10]=[CH:9][C:8]([OH:11])=[C:7]([N+:12]([O-:14])=[O:13])[CH:6]=1)=[O:4].C(=O)([O-])[O-].[K+].[K+].I[CH2:22][C:23]([NH2:25])=[O:24]>>[C:23]([CH2:22][O:11][C:8]1[CH:9]=[CH:10][C:5]([C:3]([O:2][CH3:1])=[O:4])=[CH:6][C:7]=1[N+:12]([O-:14])=[O:13])(=[O:24])[NH2:25] |f:1.2.3|. Reported procedure: is obtained analogously to Example 55) starting from 3.66 g of 4-methoxycarbonyl-2-nitrophenol, 6.91 g of potassium carbonate and 4.62 g of iodoacetamide: mp 185°-7° C.; Rf (O)=0.56. The reactants are [N+](=O)([O-])C=1C=C(C=CC1)C=C(C(=O)OC(C)C)C(C)=O (2-[(3-nitrophenyl)methylene]-3-oxobutanoic acid, 1-methylethyl ester), C([O-])(O)=O.[Na+] (sodium bicarbonate), S(=O)(=O)(O)O.COC(N)=N (O-methylpseudourea hydrogen sulfate). Run in CN(C=O)C (dimethylformamide), O (water). Conditions: temperature 60 celsius. Yields the product COC=1NC(=C(C(N1)C1=CC(=CC=C1)[N+](=O)[O-])C(=O)OC(C)C)C (1,4-Dihydro-2-methoxy-6-methyl-4-(3-nitrophenyl)-5-pyrimidinecarboxylic acid, 1-methylethyl ester). Yield: 67.0%. Reaction SMILES: [N+:1]([C:4]1[CH:5]=[C:6]([CH:10]=[C:11]([C:18](=O)[CH3:19])[C:12]([O:14][CH:15]([CH3:17])[CH3:16])=[O:13])[CH:7]=[CH:8][CH:9]=1)([O-:3])=[O:2].C(=O)(O)[O-].[Na+].S(O)(O)(=O)=O.[CH3:31][O:32][C:33](=[NH:35])[NH2:34]>CN(C)C=O.O>[CH3:31][O:32][C:33]1[NH:35][C:18]([CH3:19])=[C:11]([C:12]([O:14][CH:15]([CH3:17])[CH3:16])=[O:13])[CH:10]([C:6]2[CH:7]=[CH:8][CH:9]=[C:4]([N+:1]([O-:3])=[O:2])[CH:5]=2)[N:34]=1 |f:1.2,3.4|. Reported procedure: A reaction mixture containing 2-[(3-nitrophenyl)methylene]-3-oxobutanoic acid, 1-methylethyl ester (10.0 g, 36.0 mmol), sodium bicarbonate (8.40 g, 108 mmol), and O-methylpseudourea hydrogen sulfate (8.06 g, 46.8 mmol) in dimethylformamide (54 ml) was heated at 60° C. under argon for about 21/2 days. The reaction mixture was diluted with water and extracted with ethyl acetate. The organic phase was washed with water (six times) and saturated sodium chloride, dried (potassium carbonate) and evapo...